The task is: describe an organic reaction: reactants, conditions, products, and yield. This data is from the Open Reaction Database (ORD), a public repository of structured organic reaction records. The reactants are Cn1cnc(Br)c1, C1COCCO1, CN1C(=O)NCC1C(=O)OC(C)(C)C, CN(C)C1CCCCC1N, ClCCl, [Cu]I, [K+], [K+], [K+], O=P([O-])([O-])[O-]. Yields the product CN1C(=O)N(c2cn(C)cn2)CC1C(=O)OC(C)(C)C. RXN SMILES: [Br:15][c:16]1[n:17][cH:18][n:19]([CH3:21])[cH:20]1.[CH2:40]1[O:41][CH2:42][CH2:43][O:44][CH2:45]1.[CH3:1][N:2]1[C:3](=[O:14])[NH:4][CH2:5][CH:6]1[C:7](=[O:8])[O:9][C:10]([CH3:11])([CH3:12])[CH3:13].[CH3:30][N:31]([CH3:32])[CH:33]1[CH2:34][CH2:35][CH2:36][CH2:37][CH:38]1[NH2:39].[Cl:46][CH2:47][Cl:48].[Cu:49][I:50].[K+:27].[K+:28].[K+:29].[P:22]([O-:23])([O-:24])([O-:25])=[O:26]>>[CH3:1][N:2]1[C:3](=[O:14])[N:4]([c:16]2[n:17][cH:18][n:19]([CH3:21])[cH:20]2)[CH2:5][CH:6]1[C:7](=[O:8])[O:9][C:10]([CH3:11])([CH3:12])[CH3:13]. The reactants are C12(CC3CC(CC(C1)C3)C2)C2=C(C=C3C=CC(=CC3=C2)B(O)O)OCC2=CC=C(C=C2)F (7-(1-adamantyl)-6-(4-fluorobenzyl)oxy-2-naphthylboronic acid), OC1=C(C(=O)OC)C=CC(=C1)I (methyl 2-hydroxy-4-iodobenzoate). Yields the product OC1=C(C(=O)OC)C=CC(=C1)C1=CC2=CC(=C(C=C2C=C1)OCC1=CC=C(C=C1)F)C12CC3CC(CC(C1)C3)C2 (methyl 2-hydroxy-4-[7-(1-adamantyl)-6-(4-fluorobenzyl)oxy-2-naphthyl]benzoate). The yield is 78.0%. RXN SMILES: [C:1]12([C:11]3[CH:20]=[C:19]4[C:14]([CH:15]=[CH:16][C:17](B(O)O)=[CH:18]4)=[CH:13][C:12]=3[O:24][CH2:25][C:26]3[CH:31]=[CH:30][C:29]([F:32])=[CH:28][CH:27]=3)[CH2:10][CH:5]3[CH2:6][CH:7]([CH2:9][CH:3]([CH2:4]3)[CH2:2]1)[CH2:8]2.[OH:33][C:34]1[CH:43]=[C:42](I)[CH:41]=[CH:40][C:35]=1[C:36]([O:38][CH3:39])=[O:37]>>[OH:33][C:34]1[CH:43]=[C:42]([C:17]2[CH:16]=[CH:15][C:14]3[C:19](=[CH:20][C:11]([C:1]45[CH2:8][CH:7]6[CH2:6][CH:5]([CH2:4][CH:3]([CH2:9]6)[CH2:2]4)[CH2:10]5)=[C:12]([O:24][CH2:25][C:26]4[CH:27]=[CH:28][C:29]([F:32])=[CH:30][CH:31]=4)[CH:13]=3)[CH:18]=2)[CH:41]=[CH:40][C:35]=1[C:36]([O:38][CH3:39])=[O:37]. Procedure details: Following the procedure of Example 1(c), but reacting 560 mg (1.41 mmol) of 7-(1-adamantyl)-6-(4-fluorobenzyl)oxy-2-naphthylboronic acid with 330 mg (1.17 mmol) of methyl 2-hydroxy-4-iodobenzoate, 490 mg (78%) of the expected ester were obtained, which ester had a melting point of 189°-91° C.